The task is: describe an organic reaction: reactants, conditions, products, and yield. This data is from the Open Reaction Database (ORD), a public repository of structured organic reaction records. Starting materials: ClC(=O)OCC1=CC=CC=C1 (Benzyl chloroformate), Cl.CC1C(NCCC1)C(=O)O (3-Methylpiperidine-2-carboxylic acid hydrochloride), C1(=CC=CC=C1)C (Toluene). Run in [OH-].[Na+].C1CCOC1 (NaOH THF). Conditions: temperature 0 celsius, time 8 hour. Yields the product C(C1=CC=CC=C1)OC(=O)N1C(C(CCC1)C)C(=O)O (rac-1-((Benzyloxy)carbonyl)-3-methylpiperidine-2-carboxylic acid). RXN SMILES: Cl.[CH3:2][CH:3]1[CH2:8][CH2:7][CH2:6][NH:5][CH:4]1[C:9]([OH:11])=[O:10].Cl[C:13]([O:15][CH2:16][C:17]1[CH:22]=[CH:21][CH:20]=[CH:19][CH:18]=1)=[O:14].C1(C)C=CC=CC=1>[OH-].[Na+].C1COCC1>[CH2:16]([O:15][C:13]([N:5]1[CH2:6][CH2:7][CH2:8][CH:3]([CH3:2])[CH:4]1[C:9]([OH:11])=[O:10])=[O:14])[C:17]1[CH:22]=[CH:21][CH:20]=[CH:19][CH:18]=1 |f:0.1,4.5.6|. Reported procedure: 3-Methylpiperidine-2-carboxylic acid hydrochloride (28.5 g, 31.6 mmol) was dissolved in (1:1) 2 M NaOH/THF (600 mL) and cooled to 0° C. Benzyl chloroformate (31.57 ml, 222 mmol) was then added dropwise and the reaction was stirred overnight. Toluene was then added and organic layer discarded to remove unreacted chloroformate. The aqueous layer was made acidic (pH=2) with conc. HCl and the product was extracted with EtOAc, dried (MgSO4), and concentrated in vacuo to give a crude residue which was... Reactants: O=C1CCC(c2ccccc2F)(c2ccccc2F)C2CN(Cc3ccccc3)CC12, CO, Cl, [Pd]. Product: Cl, O=C1CCC(c2ccccc2F)(c2ccccc2F)C2CNCC12. Reaction SMILES: [CH2:1]([c:2]1[cH:3][cH:4][cH:5][cH:6][cH:7]1)[N:8]1[CH2:9][CH:10]2[C:11]([c:18]3[c:19]([F:24])[cH:20][cH:21][cH:22][cH:23]3)([c:25]3[c:26]([F:31])[cH:27][cH:28][cH:29][cH:30]3)[CH2:12][CH2:13][C:14](=[O:17])[CH:15]2[CH2:16]1.[CH3:33][OH:34].[ClH:32].[Pd:35]>>[ClH:32].[NH:8]1[CH2:9][CH:10]2[C:11]([c:18]3[c:19]([F:24])[cH:20][cH:21][cH:22][cH:23]3)([c:25]3[c:26]([F:31])[cH:27][cH:28][cH:29][cH:30]3)[CH2:12][CH2:13][C:14](=[O:17])[CH:15]2[CH2:16]1. Starting materials: ClC1=C2C(NC(=N1)C)=CC(=N2)C2=CC=CC=C2 (4-chloro-2-methyl-6-phenylpyrrolo[3,2-d]pyrimidine), NCCN1CCOCC1 (4-(2-aminoethyl)morpholine), C(=O)([O-])[O-].[K+].[K+] (K2CO3). Run in O (H2O). The product is CC=1NC=2C(=C(N1)NCCN1CCOCC1)N=C(C2)C2=CC=CC=C2 ((2-methyl-6-phenylpyrrolo[2,3-e]pyrimidin-4-yl)(2-morpholin-4-ylethyl)amine). Yield: 43.4%. As a reaction SMILES: Cl[C:2]1[N:7]=[C:6]([CH3:8])[NH:5][C:4]2=[CH:9][C:10]([C:12]3[CH:17]=[CH:16][CH:15]=[CH:14][CH:13]=3)=[N:11][C:3]=12.[NH2:18][CH2:19][CH2:20][N:21]1[CH2:26][CH2:25][O:24][CH2:23][CH2:22]1.C([O-])([O-])=O.[K+].[K+]>O>[CH3:8][C:6]1[NH:5][C:4]2[C:3]([N:11]=[C:10]([C:12]3[CH:17]=[CH:16][CH:15]=[CH:14][CH:13]=3)[CH:9]=2)=[C:2]([NH:18][CH2:19][CH2:20][N:21]2[CH2:26][CH2:25][O:24][CH2:23][CH2:22]2)[N:7]=1 |f:2.3.4|. Reported procedure: This compound was prepared according to the method described in Example 26 by employing 4-chloro-2-methyl-6-phenylpyrrolo[3,2-d]pyrimidine (Example 1(e)) (0.10 g, 0.41 mmol), 4-(2-aminoethyl)morpholine (Aldrich Chemical Company) (0.270 g, 2.06 mmol) and K2CO3 (0.36 g, 2.60 mmol) in H2O (2.5 mL) to give crude pink solids. Recrystallization from EtOAc/MeOH gave 0.060 g (43%) of the title compound as a white solid. Mp: >280° C. 1H NMR (DMSO-d6; 500 MHz): δ 2.39 (s, 3), 3.61 (t, 4, J=4.5), 3.65 (q, ... Reactants: C1(CCCC1)N (cyclopentylamine), BrCCCCC1(C2=CC=CC=C2C=2C=CC=CC12)C(=O)Cl (9-(4-bromo-butyl)-9H-fluorene-9-carboxylic acid chloride). Product: C1(CCCC1)NC(=O)C1(C2=CC=CC=C2C=2C=CC=CC12)CCCCBr (9-(4-bromo-butyl)-9H-fluorene-9-carboxylic acid-(cyclopentyl)-amide). As a reaction SMILES: [CH:1]1([NH2:6])[CH2:5][CH2:4][CH2:3][CH2:2]1.[Br:7][CH2:8][CH2:9][CH2:10][CH2:11][C:12]1([C:25](Cl)=[O:26])[C:24]2[CH:23]=[CH:22][CH:21]=[CH:20][C:19]=2[C:18]2[C:13]1=[CH:14][CH:15]=[CH:16][CH:17]=2>>[CH:1]1([NH:6][C:25]([C:12]2([CH2:11][CH2:10][CH2:9][CH2:8][Br:7])[C:24]3[CH:23]=[CH:22][CH:21]=[CH:20][C:19]=3[C:18]3[C:13]2=[CH:14][CH:15]=[CH:16][CH:17]=3)=[O:26])[CH2:5][CH2:4][CH2:3][CH2:2]1. Procedure details: Prepared analogously to Example 1c from cyclopentylamine and 9-(4-bromo-butyl)-9H-fluorene-9-carboxylic acid chloride. The reactants are C(C)NC1=C(C=CC(=C1)OC)C1CC=2C=CC(=CC2CC1)OC(C(C)(C)C)=O (pivalic acid 6-(2-ethylamino-4-methoxyphenyl)-5,6,7,8-tetrahydronaphthalen-2-yl ester), C(C)(C)(C)OC(=O)N1CCC(CC1)C1=CC=C(C=C1)C(=O)O (4-(4-carboxyphenyl)piperidine-1-carboxylic acid tert-butyl ester). Yields the product C(C)N(C1=C(C=CC(=C1)OC)C1CC=2C=CC(=CC2CC1)O)CC1=CC=C(C=C1)C1CCN(CC1)C (6-{2-{Ethyl[4-(1-methylpiperidin-4-yl)benzyl]amino}-4-methoxyphenyl}-5,6,7,8-tetrahydronaphthalen-2-ol). Isolated yield 29.1%. As a reaction SMILES: [CH2:1]([NH:3][C:4]1[CH:9]=[C:8]([O:10][CH3:11])[CH:7]=[CH:6][C:5]=1[CH:12]1[CH2:21][CH2:20][C:19]2[CH:18]=[C:17]([O:22]C(=O)C(C)(C)C)[CH:16]=[CH:15][C:14]=2[CH2:13]1)[CH3:2].C(O[C:34]([N:36]1[CH2:41][CH2:40][CH:39]([C:42]2[CH:47]=[CH:46][C:45]([C:48](O)=O)=[CH:44][CH:43]=2)[CH2:38][CH2:37]1)=O)(C)(C)C>>[CH2:1]([N:3]([CH2:48][C:45]1[CH:44]=[CH:43][C:42]([CH:39]2[CH2:38][CH2:37][N:36]([CH3:34])[CH2:41][CH2:40]2)=[CH:47][CH:46]=1)[C:4]1[CH:9]=[C:8]([O:10][CH3:11])[CH:7]=[CH:6][C:5]=1[CH:12]1[CH2:21][CH2:20][C:19]2[CH:18]=[C:17]([OH:22])[CH:16]=[CH:15][C:14]=2[CH2:13]1)[CH3:2]. Procedure details: Synthesized from pivalic acid 6-(2-ethylamino-4-methoxyphenyl)-5,6,7,8-tetrahydronaphthalen-2-yl ester (100 mg) and 4-(4-carboxyphenyl)piperidine-1-carboxylic acid tert-butyl ester (120 mg) according to an analogous synthetic method to Example 337 described below, the title compound (37 mg) was obtained.